This data is from the Open Reaction Database (ORD), a public repository of structured organic reaction records. The task is: describe an organic reaction: reactants, conditions, products, and yield Starting materials: COc1cc(Nc2n[nH]c(C(CCCCCl)c3ccc(Br)cc3)n2)ccc1-n1cnc(Cl)c1, CC(C)=O, CCN(C(C)C)C(C)C, [I-], [Na+]. Product: COc1cc(Nc2nc3n(n2)CCCCC3c2ccc(Br)cc2)ccc1-n1cnc(Cl)c1. As a reaction SMILES: [Br:1][c:2]1[cH:3][cH:4][c:5]([CH:8]([CH2:9][CH2:10][CH2:11][CH2:12][Cl:13])[c:14]2[n:15][c:16]([NH:19][c:20]3[cH:21][c:22]([O:32][CH3:33])[c:23](-[n:26]4[cH:27][n:28][c:29]([Cl:31])[cH:30]4)[cH:24][cH:25]3)[n:17][nH:18]2)[cH:6][cH:7]1.[CH3:45][C:46](=[O:47])[CH3:48].[CH:36]([N:37]([CH:38]([CH3:39])[CH3:40])[CH2:41][CH3:42])([CH3:43])[CH3:44].[I-:35].[Na+:34]>>[Br:1][c:2]1[cH:3][cH:4][c:5]([CH:8]2[CH2:9][CH2:10][CH2:11][CH2:12][n:18]3[c:14]2[n:15][c:16]([NH:19][c:20]2[cH:21][c:22]([O:32][CH3:33])[c:23](-[n:26]4[cH:27][n:28][c:29]([Cl:31])[cH:30]4)[cH:24][cH:25]2)[n:17]3)[cH:6][cH:7]1. Reactants: FC=1C2=CC(=CC=C2C=2C=CC(=CC2C1F)Br)CCCCCCCC (9,10-difluoro-2-bromo-7-octylphenanthrene), C(CCCCC)[Mg]Br (hexylmagnesium bromide), 1,3-bis(diphenylphosphine)propanenickel(lI) chloride. Yields the product FC=1C2=CC(=CC=C2C=2C=CC(=CC2C1F)CCCCCC)CCCCCCCC (9,10-difluoro-2-hexyl-7-octylphenanthrene). RXN SMILES: [F:1][C:2]1[C:3]2[C:8]([C:9]3[CH:10]=[CH:11][C:12](Br)=[CH:13][C:14]=3[C:15]=1[F:16])=[CH:7][CH:6]=[C:5]([CH2:18][CH2:19][CH2:20][CH2:21][CH2:22][CH2:23][CH2:24][CH3:25])[CH:4]=2.[CH2:26]([Mg]Br)[CH2:27][CH2:28][CH2:29][CH2:30][CH3:31]>>[F:1][C:2]1[C:3]2[C:8]([C:9]3[CH:10]=[CH:11][C:12]([CH2:26][CH2:27][CH2:28][CH2:29][CH2:30][CH3:31])=[CH:13][C:14]=3[C:15]=1[F:16])=[CH:7][CH:6]=[C:5]([CH2:18][CH2:19][CH2:20][CH2:21][CH2:22][CH2:23][CH2:24][CH3:25])[CH:4]=2. Reported procedure: In analogy to Example 2, from 9,10-difluoro-2-bromo-7-octylphenanthrene and 10 mmol of hexylmagnesium bromide. The catalyst used is 0.2 mmol of 1,3-bis(diphenylphosphine)propanenickel(lI) chloride. Chromatography gives 9,10-difluoro-2-hexyl-7-octylphenanthrene. Reactants: N#Cc1c(-c2cccnc2)[nH]c2cc(F)ccc12, [H-], CI, [Na+], [Na+], O=C([O-])O, CN(C)C=O. Product: Cn1c(-c2cccnc2)c(C#N)c2ccc(F)cc21. As a reaction SMILES: [F:1][c:2]1[cH:3][cH:4][c:5]2[c:6]([C:17]#[N:18])[c:7](-[c:11]3[cH:12][n:13][cH:14][cH:15][cH:16]3)[nH:8][c:9]2[cH:10]1.[H-:19].[I:21][CH3:22].[Na+:20].[Na+:27].[O-:23][C:24]([OH:25])=[O:26].[O:28]=[CH:29][N:30]([CH3:31])[CH3:32]>>[F:1][c:2]1[cH:3][cH:4][c:5]2[c:6]([C:17]#[N:18])[c:7](-[c:11]3[cH:12][n:13][cH:14][cH:15][cH:16]3)[n:8]([CH3:24])[c:9]2[cH:10]1. The product is CC(C)(C)NS(=O)(=O)c1cc(Br)cnc1N. The reactants are CC(C)(C)N, C1CCOC1, Nc1ncc(Br)cc1S(=O)(=O)Cl. RXN SMILES: [C:13]([CH3:14])([CH3:15])([CH3:16])[NH2:17].[CH2:18]1[O:19][CH2:20][CH2:21][CH2:22]1.[NH2:1][c:2]1[n:3][cH:4][c:5]([Br:12])[cH:6][c:7]1[S:8](=[O:9])(=[O:10])[Cl:11]>>[NH2:1][c:2]1[n:3][cH:4][c:5]([Br:12])[cH:6][c:7]1[S:8](=[O:9])(=[O:10])[NH:17][C:13]([CH3:14])([CH3:15])[CH3:16].